From a dataset of the Open Reaction Database (ORD), a public repository of structured organic reaction records. describe an organic reaction: reactants, conditions, products, and yield Isolated yield 85.0%. Starting materials: ClC1=CC=CC=2N1N=C(C2C2=NC(=NC=C2)NC2CCCC2)C2=CC=C(C=C2)OC (4-[7-chloro-2-(4-methoxyphenyl)pyrazolo[1,5-a]pyridin-3-yl]-N-cyclopentyl-2-pyrimidinamine), N1CCOCC1 (morpholine). Procedure: A mixture of 4-[7-chloro-2-(4-methoxyphenyl)pyrazolo[1,5-a]pyridin-3-yl]-N-cyclopentyl-2-pyrimidinamine (75 mg, 0.18 mmol) and morpholine (5 mL, 57 mmol) was heated at 120° C. for 4 hours, then cooled and concentrated. Flash chromatography (3:1 to 1:3 hexanes-ethyl acetate) afforded N-cyclopentyl-4-[2-(4-methoxyphenyl)-7-(4-morpholinyl)pyrazolo[1,5-a]pyridin-3-yl]-2-pyrimidinamine (72 mg, 86%) as a yellow solid. 1H NMR (CDCl3): δ 8.14 (d, 1 H), 7.93 (broad, 1 H), 7.58 (d, 2 H), 7.33 (t, 1 H), 6.... As a reaction SMILES: Cl[C:2]1[N:7]2[N:8]=[C:9]([C:23]3[CH:28]=[CH:27][C:26]([O:29][CH3:30])=[CH:25][CH:24]=3)[C:10]([C:11]3[CH:16]=[CH:15][N:14]=[C:13]([NH:17][CH:18]4[CH2:22][CH2:21][CH2:20][CH2:19]4)[N:12]=3)=[C:6]2[CH:5]=[CH:4][CH:3]=1.[NH:31]1[CH2:36][CH2:35][O:34][CH2:33][CH2:32]1>>[CH:18]1([NH:17][C:13]2[N:12]=[C:11]([C:10]3[C:9]([C:23]4[CH:28]=[CH:27][C:26]([O:29][CH3:30])=[CH:25][CH:24]=4)=[N:8][N:7]4[C:2]([N:31]5[CH2:36][CH2:35][O:34][CH2:33][CH2:32]5)=[CH:3][CH:4]=[CH:5][C:6]=34)[CH:16]=[CH:15][N:14]=2)[CH2:22][CH2:21][CH2:20][CH2:19]1. Yields the product C1(CCCC1)NC1=NC=CC(=N1)C=1C(=NN2C1C=CC=C2N2CCOCC2)C2=CC=C(C=C2)OC (N-cyclopentyl-4-[2-(4-methoxyphenyl)-7-(4-morpholinyl)pyrazolo[1,5-a]pyridin-3-yl]-2-pyrimidinamine). Conditions: temperature 120 celsius. Reactants: C(=O)(O)CSC1=CC(=NC2=CC=CC=C12)C(=O)[O-] (4-carboxymethylthio-2-quinolinecarboxylate), CO (MeOH), C(C=C)(=O)OC (methyl acrylate). The solvent is C(C)N(C(C)C)C(C)C (ethyldiisopropylamine). The product is COC(=O)CCSC1=CC(=NC2=CC=CC=C12)C(=O)OC (methyl 4-(2-methoxycarbonyl-ethylthio)-quinoline-2-carboxylate). RXN SMILES: [C:1]([CH2:4][S:5][C:6]1[C:15]2[C:10](=[CH:11][CH:12]=[CH:13][CH:14]=2)[N:9]=[C:8]([C:16]([O-:18])=[O:17])[CH:7]=1)(O)=O.[C:19]([O:23][CH3:24])(=[O:22])C=C.[CH3:25]O>C(N(C(C)C)C(C)C)C>[CH3:24][O:23][C:19]([CH2:1][CH2:4][S:5][C:6]1[C:15]2[C:10](=[CH:11][CH:12]=[CH:13][CH:14]=2)[N:9]=[C:8]([C:16]([O:18][CH3:25])=[O:17])[CH:7]=1)=[O:22]. Reported procedure: Methyl 4(lH)-thioquinolone-2-carboxylate (1.0 equivalent) from example 24 is suspended/dissolved in MeOH containing a catalytic amount of ethyldiisopropylamine. To this mixture is added methyl acrylate (3 equivalent) and the whole is refluxed for 3 hours. The bulk of the solvent is removed under vacuum and the residue is recrystallized from ethyl acetate/ hexane to give methyl 4-(2-methoxycarbonyl-ethylthio)-quinoline-2-carboxylate. Starting materials: COC1=CC=C(C(C2=CC=C(C=C2)OC)(C2=CC=CC=C2)OC[C@@H]2[C@H](C[C@@H](O2)N2C(=O)NC(=O)C(C)=C2)O)C=C1 (5'-O-(4,4'-dimethoxytrityl)thymidine), N1C=NC=C1 (imidazole), N1=CC=CC=C1 (pyridine), C(C)(C)[Si](C(C)C)(C(C)C)Cl (triisopropylsilyl chloride), C(C)(C)[Si](C(C)C)(C(C)C)Cl (triisopropylsilyl chloride). Run in C(C)(=O)OCC (ethyl acetate), CN(C=O)C (dimethylformamide). Conditions: time 8 hour. Product: C(C)(C)[Si](O[C@H]1C[C@@H](O[C@@H]1COC(C1=CC=C(C=C1)OC)(C1=CC=C(C=C1)OC)C1=CC=CC=C1)N1C(=O)NC(=O)C(C)=C1)(C(C)C)C(C)C (3'-O-Triisopropylsilyl-5'-O-(4,4'-dimethoxytrityl)thymidine). Isolated yield 97.3%. As a reaction SMILES: [CH3:1][O:2][C:3]1[CH:40]=[CH:39][C:6]([C:7]([O:22][CH2:23][C@H:24]2[O:28][C@@H:27]([N:29]3[CH:37]=[C:35]([CH3:36])[C:33](=[O:34])[NH:32][C:30]3=[O:31])[CH2:26][C@@H:25]2[OH:38])([C:16]2[CH:21]=[CH:20][CH:19]=[CH:18][CH:17]=2)[C:8]2[CH:13]=[CH:12][C:11]([O:14][CH3:15])=[CH:10][CH:9]=2)=[CH:5][CH:4]=1.N1C=CN=C1.N1C=CC=CC=1.[CH:52]([Si:55](Cl)([CH:59]([CH3:61])[CH3:60])[CH:56]([CH3:58])[CH3:57])([CH3:54])[CH3:53]>CN(C)C=O.C(OCC)(=O)C>[CH:52]([Si:55]([CH:59]([CH3:61])[CH3:60])([CH:56]([CH3:58])[CH3:57])[O:38][C@@H:25]1[C@@H:24]([CH2:23][O:22][C:7]([C:16]2[CH:17]=[CH:18][CH:19]=[CH:20][CH:21]=2)([C:8]2[CH:13]=[CH:12][C:11]([O:14][CH3:15])=[CH:10][CH:9]=2)[C:6]2[CH:39]=[CH:40][C:3]([O:2][CH3:1])=[CH:4][CH:5]=2)[O:28][C@@H:27]([N:29]2[CH:37]=[C:35]([CH3:36])[C:33](=[O:34])[NH:32][C:30]2=[O:31])[CH2:26]1)([CH3:54])[CH3:53]. Reported procedure: 1.485 g (2.73 mmol) of 5'-O-(4,4'-dimethoxytrityl)thymidine and 0.37 g (5.45 mmol) of imidazole were first dried by azeotropic distillation under reduced pressure with pyridine and then dissolved in 6 ml of dimethylformamide. 875 μl (4.09 mmol) of triisopropylsilyl chloride were added to this solution, and the resulting mixture was stirred overnight at room temperature. At the end of this time, 875 μl of triisopropylsilyl chloride and 0.37 g of imisazole were added to the mixture, which was then... The solvent is O (water). Procedure: An aqueous suspension of 100 g of finely ground dimethyl 2,5-dianilino-3,6-dihydroterephthalate in 500 ml of water was nozzled in a gas stream of 10 m3 /h of nitrogen and 2 m3 /h of air, which had been preheated to a temperature of 850° C., into a laboratory spray dryer in the course of 1 hour. Using a Venturi washer, 72 g of pure quinacridone were obtained. The reactants are N(C1=CC=CC=C1)C1=C(C(=O)OC)CC(=C(C1)C(=O)OC)NC1=CC=CC=C1 (dimethyl 2,5-dianilino-3,6-dihydroterephthalate). As a reaction SMILES: [NH:1]([C:8]1[CH2:17][C:16]([C:18]([O:20]C)=O)=[C:15]([NH:22][C:23]2[CH:28]=[CH:27][CH:26]=[CH:25][CH:24]=2)[CH2:14][C:9]=1[C:10]([O:12]C)=O)[C:2]1[CH:7]=[CH:6][CH:5]=[CH:4][CH:3]=1>O>[CH:26]1[CH:27]=[C:28]2[C:18]([C:16]3[C:15]([NH:22][C:23]2=[CH:24][CH:25]=1)=[CH:14][C:9]1[C:10]([C:7]2[C:2]([NH:1][C:8]=1[CH:17]=3)=[CH:3][CH:4]=[CH:5][CH:6]=2)=[O:12])=[O:20]. Yields the product C1=CC=C2C(=C1)C(=O)C3=CC4=C(C=C3N2)C(=O)C5=CC=CC=C5N4 (quinacridone). The reactants are FC(CC(C(=O)OC)O)(F)F (methyl 4,4,4-trifluoro-2-hydroxybutanoate), N.CO (NH3 MeOH). The product is FC(CC(C(=O)N)O)(F)F (4,4,4-trifluoro-2-hydroxybutanamide). RXN SMILES: [F:1][C:2]([F:11])([F:10])[CH2:3][CH:4]([OH:9])[C:5](OC)=[O:6].[NH3:12].CO>>[F:1][C:2]([F:11])([F:10])[CH2:3][CH:4]([OH:9])[C:5]([NH2:12])=[O:6] |f:1.2|. Procedure details: A solution of 12-3 (200 mg, 1.16 mmol) in 7N NH3/MeOH (10 mL) was heated at 70° C. overnight. The reaction mixture was filtered, and the filtrate was concentrated to dryness. The residue was dissolved in 1,2-dimethoxyethane (10 mL) and filtered to remove insolubles. The filtrate was concentrated to dryness to afford Intermediate 12. 1H NMR (500 MHz, DMSO-d6) δ 7.40 (br s, 1H), 7.34 (br s, 1H), 5.93 (m, 1H), 4.10 (m, 1H), 2.64-2.65 (m, 1H), 2.40-2.41 (m, 1H). As a reaction SMILES: [Cl:1][C:2]1[C:7]([C:8]([O:10]CC)=[O:9])=[C:6]([F:13])[C:5]([CH2:14][NH:15][C:16](=[O:22])[C:17]([CH3:21])([CH3:20])[CH2:18][OH:19])=[CH:4][CH:3]=1.[OH-].[Na+]>C1COCC1.CO.O>[Cl:1][C:2]1[C:7]([C:8]([OH:10])=[O:9])=[C:6]([F:13])[C:5]([CH2:14][NH:15][C:16](=[O:22])[C:17]([CH3:20])([CH3:21])[CH2:18][OH:19])=[CH:4][CH:3]=1 |f:1.2,3.4.5|. Reactants: ClC1=CC=C(C(=C1C(=O)OCC)F)CNC(C(CO)(C)C)=O (ethyl 6-chloro-2-fluoro-3-((3-hydroxy-2,2-dimethylpropanamido)methyl)benzoate), [OH-].[Na+] (NaOH). Yields the product ClC1=CC=C(C(=C1C(=O)O)F)CNC(C(CO)(C)C)=O (6-chloro-2-fluoro-3-((3-hydroxy-2,2-dimethylpropanamido)methyl)benzoic acid). Isolated yield 78.1%. The solvent is C1CCOC1.CO.O (THF MeOH H2O). Reported procedure: The title compound was prepared following the procedure described in Step 3 of Intermediate-2 using ethyl 6-chloro-2-fluoro-3-((3-hydroxy-2,2-dimethylpropanamido)methyl)benzoate (712 mg, 2.15 mmol) in THF:MeOH:H2O (2:1:1; 8 mL) and NaOH (344 mg, 8.60 mmol) to afford 510 mg of the title product. 1H NMR (400 MHz, DMSO-d6): δ 8.08-8.05 (t, J=8.0 Hz, 1H), 7.36-7.33 (m, 2H), 4.90 (t, 1H), 4.29-4.28 (d, J=6.0 Hz, 2H), 3.38 (m, 2H), 1.06 (s, 6H). Starting materials: C1CCOC1, O=C1CCC(=O)N1O, O=C(O)c1ccncc1. Product: O=C(ON1C(=O)CCC1=O)c1ccncc1. RXN SMILES: [CH2:18]1[O:19][CH2:20][CH2:21][CH2:22]1.[OH:10][N:11]1[C:12](=[O:17])[CH2:13][CH2:14][C:15]1=[O:16].[OH:1][C:2](=[O:3])[c:4]1[cH:5][cH:6][n:7][cH:8][cH:9]1>>[O:1]([C:2](=[O:3])[c:4]1[cH:5][cH:6][n:7][cH:8][cH:9]1)[N:11]1[C:12](=[O:17])[CH2:13][CH2:14][C:15]1=[O:16]. Reactants: CN(C=O)C (dimethylformamide), C1(=CC=CC=C1)P(=O)(C1=CC=CC=C1)N=[N+]=[N-] (diphenylphosphoryl azide), CN1CCNCC1 (1-methylpiperazine), FC1=CC=C(C=C1)NC(NC1=CC=C(OC=2C3=C(N=CN2)NC(=C3)C(=O)O)C=C1)=O (4-{4-[3-(4-Fluorophenyl)ureido]phenoxy)-7H-pyrrolo[2,3-d]pyrimidine-6-carboxylic acid). Run in O (Water), C(C)N(CC)CC (triethylamine). Run at time 8 hour. Product: C(C)N(CCCNC(=O)C1=CC2=C(N=CN=C2OC2=CC=C(C=C2)NC(=O)NC2=CC=C(C=C2)F)N1)CC (4-{4-[3-(4-Fluorophenyl)ureido]phenoxy)-7H-pyrrolo[2,3-d]pyrimidine-6-carboxylic(3-diethylaminopropyl)amide). RXN SMILES: C[N:2](C)C=O.C1(P(N=[N+]=[N-])([C:14]2[CH:19]=[CH:18]C=CC=2)=O)C=CC=CC=1.C[N:24]1[CH2:29][CH2:28]N[CH2:26][CH2:25]1.[F:30][C:31]1[CH:36]=[CH:35][C:34]([NH:37][C:38](=[O:59])[NH:39][C:40]2[CH:58]=[CH:57][C:43]([O:44][C:45]3[C:46]4[CH:53]=[C:52]([C:54]([OH:56])=O)[NH:51][C:47]=4[N:48]=[CH:49][N:50]=3)=[CH:42][CH:41]=2)=[CH:33][CH:32]=1>O.C(N(CC)CC)C>[CH2:25]([N:24]([CH2:29][CH3:28])[CH2:14][CH2:19][CH2:18][NH:2][C:54]([C:52]1[NH:51][C:47]2[N:48]=[CH:49][N:50]=[C:45]([O:44][C:43]3[CH:42]=[CH:41][C:40]([NH:39][C:38]([NH:37][C:34]4[CH:33]=[CH:32][C:31]([F:30])=[CH:36][CH:35]=4)=[O:59])=[CH:58][CH:57]=3)[C:46]=2[CH:53]=1)=[O:56])[CH3:26]. Procedure: After adding 1 ml of dimethylformamide, 47 μl of triethylamine, 18.5 μl of diphenylphosphoryl azide and 8.2 μl of 1-methylpiperazine to 12 mg of the 4-{4-[3-(4-fluorophenyl)ureido]phenoxy)-7H-pyrrolo[2,3-d]pyrimidine-6-carboxylic acid synthesized in Example 164, the mixture was stirred overnight at room temperature. Water was added, and the mixture was subjected to liquid separation and extraction with an ethyl acetate-tetrahydrofuran mixed solvent and to NH silica gel column chromatography (eth...